From a dataset of the Open Reaction Database (ORD), a public repository of structured organic reaction records. describe an organic reaction: reactants, conditions, products, and yield Reactants: ClCCl, CS(=O)(=O)Nc1cc(C(O)CN)ccc1O, CCOC(=O)CN1CCN(S(=O)(=O)c2ccc(N3CCC(=O)CC3)cc2)CC1. The product is CCOC(=O)CN1CCN(S(=O)(=O)c2ccc(N3CCC(NCC(O)c4ccc(O)c(NS(C)(=O)=O)c4)CC3)cc2)CC1. Reaction SMILES: [Cl:45][CH2:46][Cl:47].[NH2:1][CH2:2][CH:3]([OH:4])[c:5]1[cH:6][cH:7][c:8]([OH:16])[c:9]([NH:11][S:12](=[O:13])(=[O:14])[CH3:15])[cH:10]1.[O:17]=[C:18]1[CH2:19][CH2:20][N:21]([c:24]2[cH:25][cH:26][c:27]([S:30](=[O:31])(=[O:32])[N:33]3[CH2:34][CH2:35][N:36]([CH2:39][C:40](=[O:41])[O:42][CH2:43][CH3:44])[CH2:37][CH2:38]3)[cH:28][cH:29]2)[CH2:22][CH2:23]1>>[NH:1]([CH2:2][CH:3]([OH:4])[c:5]1[cH:6][cH:7][c:8]([OH:16])[c:9]([NH:11][S:12](=[O:13])(=[O:14])[CH3:15])[cH:10]1)[CH:18]1[CH2:19][CH2:20][N:21]([c:24]2[cH:25][cH:26][c:27]([S:30](=[O:31])(=[O:32])[N:33]3[CH2:34][CH2:35][N:36]([CH2:39][C:40](=[O:41])[O:42][CH2:43][CH3:44])[CH2:37][CH2:38]3)[cH:28][cH:29]2)[CH2:22][CH2:23]1. The reactants are C(C)(=O)O[C@H]1[C@H](OC=2C(=NC=CC2)Br)SC[C@H]([C@@H]1OC(C)=O)OC(C)=O (2-bromo-3-pyridinyl 2,3,4-tri-O-acetyl-5-thio-β-D-xylopyranoside), III, CC1=CC=C(O1)B(O)O (5-methyl-2-furanboronic acid). Product: C(C)(=O)O[C@H]1[C@H](OC=2C(=NC=CC2)C=2OC(=CC2)C)SC[C@H]([C@@H]1OC(C)=O)OC(C)=O (2-(5-Methyl-2-furanyl)-3-pyridinyl 2,3,4-tri-O-acetyl-5-thio-β-D-xylo-pyranoside), solid. Yield: 45.0%. Reaction SMILES: [C:1]([O:4][C@@H:5]1[C@@H:18]([O:19][C:20](=[O:22])[CH3:21])[C@H:17]([O:23][C:24](=[O:26])[CH3:25])[CH2:16][S:15][C@H:6]1[O:7][C:8]1[C:9](Br)=[N:10][CH:11]=[CH:12][CH:13]=1)(=[O:3])[CH3:2].[CH3:27][C:28]1[O:32][C:31](B(O)O)=[CH:30][CH:29]=1>>[C:1]([O:4][C@@H:5]1[C@@H:18]([O:19][C:20](=[O:22])[CH3:21])[C@H:17]([O:23][C:24](=[O:26])[CH3:25])[CH2:16][S:15][C@H:6]1[O:7][C:8]1[C:9]([C:31]2[O:32][C:28]([CH3:27])=[CH:29][CH:30]=2)=[N:10][CH:11]=[CH:12][CH:13]=1)(=[O:3])[CH3:2]. Procedure details: By carrying out the operation analogously to example 1, starting from 2-bromo-3-pyridinyl 2,3,4-tri-O-acetyl-5-thio-β-D-xylopyranoside, obtained according to preparation III, and 5-methyl-2-furanboronic acid, the desired product is obtained in the form of a white solid (yield=45%). The reactants are FC(C(COCC1=CC(=C(C=C1)F)N(C(C)=O)C1=CC=CC=C1)(C)C)F (1,1-Difluoro-2,2-dimethyl-3-[3-(N-phenyl-N-acetylamino)-4fluorobenzyloxy]propane), C(C)O (ethanol), C(C)(=O)OCC (ethyl acetate), solution, [OH-].[K+] (potassium hydroxide). Solvent: O (water). Reaction conditions: time 8 hour. The product is FC(C(COCC1=CC(=C(C=C1)F)NC1=CC=CC=C1)(C)C)F (1,1-Difluoro-2,2-dimethyl-3-(3-phenylamino-4-fluorobenzyloxy)propane). The yield is 52.0%. RXN SMILES: [F:1][CH:2]([F:26])[C:3]([CH3:25])([CH3:24])[CH2:4][O:5][CH2:6][C:7]1[CH:12]=[CH:11][C:10]([F:13])=[C:9]([N:14]([C:18]2[CH:23]=[CH:22][CH:21]=[CH:20][CH:19]=2)C(=O)C)[CH:8]=1.[OH-].[K+].C(O)C.C(OCC)(=O)C>O>[F:26][CH:2]([F:1])[C:3]([CH3:24])([CH3:25])[CH2:4][O:5][CH2:6][C:7]1[CH:12]=[CH:11][C:10]([F:13])=[C:9]([NH:14][C:18]2[CH:23]=[CH:22][CH:21]=[CH:20][CH:19]=2)[CH:8]=1 |f:1.2|. Reported procedure: 1,1-Difluoro-2,2-dimethyl-3-[3-(N-phenyl-N-acetylamino)-4fluorobenzyloxy]propane (0.5 g) was suspended in a 1 molar solution of potassium hydroxide in water containing 20% by volume ethanol and the mixture was heated at the reflux temperature for 8 hours. After standing overnight at the ambient temperature, the mixture was shaken several times with ethyl acetate and the combined organic extracts washed with water and brine, and dried over anhydrous magnesium sulphate. Evaporation of the solvent ... Starting materials: COC=1C=C2C(=CC=NC2=CC1OC)OC1=CC(=C(N)C=C1C)C (4-[(6,7-Dimethoxy-4-quinolyl)oxy]-2,5-dimethylaniline), ClC(Cl)(OC(OC(Cl)(Cl)Cl)=O)Cl (triphosgene), C([O-])(O)=O.[Na+] (sodium bicarbonate), C(CCC=C)O (4-penten-1-ol). Solvent: C(C)N(CC)CC (triethylamine), C1(=CC=CC=C1)C (toluene), C(Cl)Cl (methylene chloride). Yields the product COC=1C=C2C(=CC=NC2=CC1OC)OC1=CC(=C(C=C1C)NC(OCCCC=C)=O)C (4-Pentenyl N-{4-[(6,7-dimethoxy-4-quinolyl)oxy]-2,5-dimethylphenyl}carbamate). The yield is 105.5%. RXN SMILES: [CH3:1][O:2][C:3]1[CH:4]=[C:5]2[C:10](=[CH:11][C:12]=1[O:13][CH3:14])[N:9]=[CH:8][CH:7]=[C:6]2[O:15][C:16]1[C:22]([CH3:23])=[CH:21][C:19]([NH2:20])=[C:18]([CH3:24])[CH:17]=1.Cl[C:26](Cl)([O:28][C:29](=[O:35])OC(Cl)(Cl)Cl)Cl.[CH2:37](O)[CH2:38][CH2:39][CH:40]=C.C(=O)(O)[O-].[Na+]>C(Cl)Cl.C(N(CC)CC)C.C1(C)C=CC=CC=1>[CH3:1][O:2][C:3]1[CH:4]=[C:5]2[C:10](=[CH:11][C:12]=1[O:13][CH3:14])[N:9]=[CH:8][CH:7]=[C:6]2[O:15][C:16]1[C:22]([CH3:23])=[CH:21][C:19]([NH:20][C:29](=[O:35])[O:28][CH2:26][CH2:40][CH2:39][CH:38]=[CH2:37])=[C:18]([CH3:24])[CH:17]=1 |f:3.4|. Procedure details: 4-[(6,7-Dimethoxy-4-quinolyl)oxy]-2,5-dimethylaniline (50 mg) was added to toluene (5 ml), and triethylamine (0.5 ml), and the mixture was heated under reflux to prepare a solution. A solution of triphosgene (68 mg) in methylene chloride was then added thereto, and the mixture was heated under reflux for 10 min. Next, 4-penten-1-ol (20 mg) was added thereto, and the mixture was further stirred with heating under reflux for 3 hr. A saturated aqueous sodium bicarbonate solution was added to stop t...